Dataset: the Open Reaction Database (ORD), a public repository of structured organic reaction records. Task: describe an organic reaction: reactants, conditions, products, and yield Reactants: C(C)(C)(C)OC(NC(CCO)C1=CC(=CC=C1)NC(=O)C=1NN=C(C1)C1CC1)=O ((1-{3-[(5-Cyclopropyl-2H-pyrazole-3-carbonyl)-amino]-phenyl}-3-hydroxy-propyl)-carbamic acid tert-butyl ester), Cl (HCl). Solvent: O1CCOCC1 (dioxane), O1CCOCC1 (dioxane). Run at time 8 hour. The product is NC(CCO)C=1C=C(C=CC1)NC(=O)C=1NN=C(C1)C1CC1 (5-Cyclopropyl-2H-pyrazole-3-carboxylic acid [3-(1-amino-3-hydroxy-propyl)-phenyl]-amide). As a reaction SMILES: C(OC(=O)[NH:7][CH:8]([C:12]1[CH:17]=[CH:16][CH:15]=[C:14]([NH:18][C:19]([C:21]2[NH:22][N:23]=[C:24]([CH:26]3[CH2:28][CH2:27]3)[CH:25]=2)=[O:20])[CH:13]=1)[CH2:9][CH2:10][OH:11])(C)(C)C.Cl>O1CCOCC1>[NH2:7][CH:8]([C:12]1[CH:13]=[C:14]([NH:18][C:19]([C:21]2[NH:22][N:23]=[C:24]([CH:26]3[CH2:28][CH2:27]3)[CH:25]=2)=[O:20])[CH:15]=[CH:16][CH:17]=1)[CH2:9][CH2:10][OH:11]. Procedure details: 1.5 g (0.3.1 mmol) (1-{3-[(5-Cyclopropyl-2H-pyrazole-3-carbonyl)-amino]-phenyl}-3-hydroxy-propyl)-carbamic acid tert-butyl ester were dissolved in 40 ml dioxane and 15 ml 4 N HCl in dioxane were added. The mixture was stirred overnight, filtered and washed with dioxane. To this residue, 0.1 N NaOH and ethyl acetate was added, the aqueus phase was washed with ethyl acetate twice, the organic layer was dried over Na2SO4 and evaporated to dryness. Starting materials: COC(=O)C(=CC1CCCC1)c1ccc(-n2nnnc2C)c(C(F)(F)F)c1, CCO, [Na+], [OH-]. The product is Cc1nnnn1-c1ccc(C(=CC2CCCC2)C(=O)O)cc1C(F)(F)F. As a reaction SMILES: [CH3:1][O:2][C:3]([C:4](=[CH:5][CH:6]1[CH2:7][CH2:8][CH2:9][CH2:10]1)[c:11]1[cH:12][c:13]([C:23]([F:24])([F:25])[F:26])[c:14](-[n:17]2[n:18][n:19][n:20][c:21]2[CH3:22])[cH:15][cH:16]1)=[O:27].[CH3:30][CH2:31][OH:32].[Na+:29].[OH-:28]>>[O:2]=[C:3]([C:4](=[CH:5][CH:6]1[CH2:7][CH2:8][CH2:9][CH2:10]1)[c:11]1[cH:12][c:13]([C:23]([F:24])([F:25])[F:26])[c:14](-[n:17]2[n:18][n:19][n:20][c:21]2[CH3:22])[cH:15][cH:16]1)[OH:27]. The reactants are ClC1=NC2=CC=NC=C2C2=C1C=CN=C2OCC (6-chloro-10-ethoxypyrido[4,3-c]-1,6-naphthyridine), ClC1=NC2=CC=NC=C2C2=C1C=CN=C2Cl (6,10-dichloropyrido[4,3-c]-1,6-naphthyridine), ClC1=C(N)C(=CC(=C1)I)Cl (2,6-dichloro-4-iodoaniline). Product: ClC1=C(C(=CC(=C1)I)Cl)NC1=NC2=CC=NC=C2C2=C1C=CNC2=O (6-[(2,6-Dichloro-4-iodophenyl)amino]pyrido[4,3-c]-1,6-naphthyridin-10(9H)-one). Reaction SMILES: Cl[C:2]1[C:11]2[CH:12]=[CH:13][N:14]=[C:15]([O:16]CC)[C:10]=2[C:9]2[C:4](=[CH:5][CH:6]=[N:7][CH:8]=2)[N:3]=1.ClC1C2C=CN=C(Cl)C=2C2C(=CC=NC=2)N=1.[Cl:35][C:36]1[CH:42]=[C:41]([I:43])[CH:40]=[C:39]([Cl:44])[C:37]=1[NH2:38]>>[Cl:35][C:36]1[CH:42]=[C:41]([I:43])[CH:40]=[C:39]([Cl:44])[C:37]=1[NH:38][C:2]1[C:11]2[CH:12]=[CH:13][NH:14][C:15](=[O:16])[C:10]=2[C:9]2[C:4](=[CH:5][CH:6]=[N:7][CH:8]=2)[N:3]=1. Procedure details: The title compound was synthesized following the procedure in Example 155, Steps 1, 2, and 3 using 6-chloro-10-ethoxypyrido[4,3-c]-1,6-naphthyridine (Example 133, Step 3), 6,10-dichloropyrido[4,3-c]-1,6-naphthyridine (124 mg, 0.495 mmol) (Example 133, Step 3), and 2,6-dichloro-4-iodoaniline as the starting materials. Procedure details: Into a 1-neck round-bottom flask was dissolved (1H-pyrrolo[2,3-b]pyridin-5-yl)-methanol (0.506 g, 0.00342 mol; Adesis) and tert-butyldimethylsilyl chloride (575 mg, 0.00381 mol; Aldrich) and 1H-imidazole (355 mg, 0.00521 mol; Fluka) in N,N-dimethylformamide (2.0E1 mL, 0.25 mol; Acros). The reaction was stirred at room temperature overnight. The reaction was diluted with saturated sodium bicarbonate, extracted with ethyl acetate, washed with saturated sodium chloride. The aqueous layers were then... Starting materials: N1C=CC=2C1=NC=C(C2)CO ((1H-pyrrolo[2,3-b]pyridin-5-yl)-methanol), [Si](C)(C)(C(C)(C)C)Cl (tert-butyldimethylsilyl chloride), N1C=NC=C1 (1H-imidazole), CN(C=O)C (N,N-dimethylformamide), C([O-])(O)=O.[Na+] (sodium bicarbonate). Reaction SMILES: N1C2=N[CH:7]=[C:8]([CH2:10]O)[CH:9]=[C:4]2[CH:3]=C1.[Si:12](Cl)([C:15]([CH3:18])([CH3:17])[CH3:16])(C)C.N1[CH:24]=[CH:23][N:22]=C1.C[N:26]([CH3:29])[CH:27]=O.C(=O)(O)[O-:31].[Na+]>>[C:15]([SiH2:12][O:31][C:8]([CH3:10])([CH3:7])[C:9]1[CH:4]=[C:3]2[CH:24]=[CH:23][NH:22][C:29]2=[N:26][CH:27]=1)([CH3:18])([CH3:17])[CH3:16] |f:4.5|. The product is C(C)(C)(C)[SiH2]OC(C=1C=C2C(=NC1)NC=C2)(C)C (5-(tert-Butyl-dimethyl-silanyloxymethyl)-1H-pyrrolo[2,3-b]pyridine). Conditions: time 8 hour. The reactants are C(=O)(O)[O-].[Na+] (NaHCO3), FC1=C(CBr)C(=CC(=C1)OC)F (2,6-difluoro-4-methoxybenzyl bromide), [C-]#N.[K+] (KCN). The solvent is CN(C=O)C (N,N-dimethylformamide), O (water), O (water), O (Water). Run at time 20 minute. Yields the product FC1=C(C(=CC(=C1)OC)F)CC#N (2,6-Difluoro-4-methoxybenzeneacetonitrile). The yield is 98.8%. Reaction SMILES: [C-:1]#[N:2].[K+].[F:4][C:5]1[CH:12]=[C:11]([O:13][CH3:14])[CH:10]=[C:9]([F:15])[C:6]=1[CH2:7]Br.C([O-])(O)=O.[Na+]>O.CN(C)C=O>[F:4][C:5]1[CH:12]=[C:11]([O:13][CH3:14])[CH:10]=[C:9]([F:15])[C:6]=1[CH2:7][C:1]#[N:2] |f:0.1,3.4|. Reported procedure: A solution of KCN (0.88 g, 13 mmol) dissolved in water (2 mL) was added dropwise to a water-bath-cooled solution of 2,6-difluoro-4-methoxybenzyl bromide (2.50 g, 10.5 mmol) in N,N-dimethylformamide (10 mL). The reaction mixture was stirred for 20 min. Water was added (20 mL) and then the reaction mixture was poured into saturated aqueous NaHCO3 solution (20 mL) and extracted with ether (50 mL). The organic phase was washed with water (5×25 mL), dried over MgSO4, and concentrated to give an oil, ... The reactants are C(C1=CC=CC=C1)N1C(CC(C1)N(CC1=C(C=C(C=C1)F)F)C(=O)OC(C)(C)C)C(=O)O (1-benzyl-4-[tert-butoxycarbonyl-(2,4-difluoro-benzyl)-amino]-pyrrolidine-2-carboxylic acid), FC(C=1C=C(C=CC1)N1CCNCC1)(F)F (1-(3-trifluoromethyl-phenyl)piperazine). Product: C(C1=CC=CC=C1)N1[C@@H](C[C@@H](C1)NCC1=C(C=C(C=C1)F)F)C(=O)N1CCN(CC1)C1=CC(=CC=C1)C(F)(F)F ([(2S,4S)-1-Benzyl-4-(2,4-difluoro-benzylamino)-pyrrolidin-2-yl]-[4-(3-trifluoromethyl-phenyl)-piperazin-1-yl]-methanone). Isolated yield 11.0%. As a reaction SMILES: [CH2:1]([N:8]1[CH2:12][CH:11]([N:13](C(OC(C)(C)C)=O)[CH2:14][C:15]2[CH:20]=[CH:19][C:18]([F:21])=[CH:17][C:16]=2[F:22])[CH2:10][CH:9]1[C:30](O)=[O:31])[C:2]1[CH:7]=[CH:6][CH:5]=[CH:4][CH:3]=1.[F:33][C:34]([F:48])([F:47])[C:35]1[CH:36]=[C:37]([N:41]2[CH2:46][CH2:45][NH:44][CH2:43][CH2:42]2)[CH:38]=[CH:39][CH:40]=1>>[CH2:1]([N:8]1[CH2:12][C@@H:11]([NH:13][CH2:14][C:15]2[CH:20]=[CH:19][C:18]([F:21])=[CH:17][C:16]=2[F:22])[CH2:10][C@H:9]1[C:30]([N:44]1[CH2:45][CH2:46][N:41]([C:37]2[CH:38]=[CH:39][CH:40]=[C:35]([C:34]([F:33])([F:47])[F:48])[CH:36]=2)[CH2:42][CH2:43]1)=[O:31])[C:2]1[CH:7]=[CH:6][CH:5]=[CH:4][CH:3]=1. Reported procedure: As described for Example 1f, 1-benzyl-4-[tert-butoxycarbonyl-(2,4-difluoro-benzyl)-amino]-pyrrolidine-2-carboxylic acid (60.0 mg, 0.134 mmol) was converted, using 1-(3-trifluoromethyl-phenyl)piperazine instead of 2-piperazin-1-yl-benzonitrile, to the title compound (8.2 mg, 11%) as light yellow oil. MS m/e=559.4 [M+H]+. The reactants are CCC(C)(Cc1c[nH]c2ccccc12)[N+](=O)[O-], CCO, [H][H], [Pd]. Product: CCC(C)(N)Cc1c[nH]c2ccccc12. Reaction SMILES: [CH3:1][C:2]([CH2:3][c:4]1[cH:5][nH:6][c:7]2[cH:8][cH:9][cH:10][cH:11][c:12]12)([CH2:13][CH3:14])[N+:15]([O-:16])=[O:17].[CH3:21][CH2:22][OH:23].[H:18][H:19].[Pd:20]>>[CH3:1][C:2]([CH2:3][c:4]1[cH:5][nH:6][c:7]2[cH:8][cH:9][cH:10][cH:11][c:12]12)([CH2:13][CH3:14])[NH2:15].